This data is from the Open Reaction Database (ORD), a public repository of structured organic reaction records. The task is: describe an organic reaction: reactants, conditions, products, and yield Reactants: C(C)(=O)O[C@@H]1CC2=CC([C@H]3[C@@H]4CC[C@@H]([C@@]4(C)CC[C@@H]3[C@]2(CC1)C)OC(C)=O)=NOCCCCl (7-[O-(3-chloropropyl)oximino]-5-androstene-3β,17β-diol diacetate), N1C=NC=C1 (imidazole). Conditions: time 5 hour. Yields the product C(C)(=O)O[C@@H]1CC2=CC([C@H]3[C@@H]4CC[C@@H]([C@@]4(C)CC[C@@H]3[C@]2(CC1)C)OC(C)=O)=NOCCCN1C=NC=C1 (7-[O-{3-(imidazol-1-yl)propyl}oximino]-5-androstene-3β,17β-diol diacetate). RXN SMILES: [C:1]([O:4][C@H:5]1[CH2:22][CH2:21][C@@:20]2([CH3:23])[C:7](=[CH:8][C:9](=[N:28][O:29][CH2:30][CH2:31][CH2:32]Cl)[C@@H:10]3[C@@H:19]2[CH2:18][CH2:17][C@@:15]2([CH3:16])[C@H:11]3[CH2:12][CH2:13][C@@H:14]2[O:24][C:25](=[O:27])[CH3:26])[CH2:6]1)(=[O:3])[CH3:2].[NH:34]1[CH:38]=[CH:37][N:36]=[CH:35]1>>[C:1]([O:4][C@H:5]1[CH2:22][CH2:21][C@@:20]2([CH3:23])[C:7](=[CH:8][C:9](=[N:28][O:29][CH2:30][CH2:31][CH2:32][N:34]3[CH:38]=[CH:37][N:36]=[CH:35]3)[C@@H:10]3[C@@H:19]2[CH2:18][CH2:17][C@@:15]2([CH3:16])[C@H:11]3[CH2:12][CH2:13][C@@H:14]2[O:24][C:25](=[O:27])[CH3:26])[CH2:6]1)(=[O:3])[CH3:2]. Procedure details: A mixture of 7-[O-(3-chloropropyl)oximino]-5-androstene-3β,17β-diol diacetate (23) (1 g, 2.08 mmol) and powdered imidazole (1.5 g) was fused at 110-120° C. for 5 h. The completion of reaction was monitored by TLC. The reaction was quenched with iced water to afford a the product 7-[O-{3-(imidazol-1-yl)propyl}oximino]-5-androstene-3β,17β-diol diacetate (24) The reactants are ClC1=CC(=NC=N1)NC1=CC(=C(C=C1)F)Cl (6-chloro-4-(3'-chloro-4'-fluoroanilino)pyrimidine), COC=1C=C(N)C=CC1 (3-methoxyaniline). The product is ClC=1C=C(NC2=NC=NC(=C2)NC2=CC(=CC=C2)OC)C=CC1F (4-(3'-chloro-4'-fluoroanilino)-6-(3'-methoxyanilino)pyrimidine). The yield is 16.0%. RXN SMILES: Cl[C:2]1[N:7]=[CH:6][N:5]=[C:4]([NH:8][C:9]2[CH:14]=[CH:13][C:12]([F:15])=[C:11]([Cl:16])[CH:10]=2)[CH:3]=1.[CH3:17][O:18][C:19]1[CH:20]=[C:21]([CH:23]=[CH:24][CH:25]=1)[NH2:22]>>[Cl:16][C:11]1[CH:10]=[C:9]([CH:14]=[CH:13][C:12]=1[F:15])[NH:8][C:4]1[CH:3]=[C:2]([NH:22][C:21]2[CH:23]=[CH:24][CH:25]=[C:19]([O:18][CH3:17])[CH:20]=2)[N:7]=[CH:6][N:5]=1. Procedure details: Using an analogous reaction procedure to that described in Example 6, 6-chloro-4-(3'-chloro-4'-fluoroanilino)pyrimidine was reacted with 3-methoxyaniline. The reaction product was recrystallised from a mixture of methylene chloride, methanol and hexane, to give 4-(3'-chloro-4'-fluoroanilino)-6-(3'-methoxyanilino)pyrimidine in 16% yield, m.p. 214°-216° C.;